describe an organic reaction: reactants, conditions, products, and yield From a dataset of the Open Reaction Database (ORD), a public repository of structured organic reaction records. The reactants are [Si](C)(C)(C(C)(C)C)OCCN[C@@H]1CC[C@H](CC1)CC(=O)N[C@@H]1B(OC2=C(C1)C=CC=C2C(=O)O)O ((R)-3-(2-(trans-4-(2-(tert-butyldimethylsilyloxy)ethylamino)cyclohexyl)acetamido)-2-hydroxy-3,4-dihydro-2H-benzo[e][1,2]oxaborinine-8-carboxylic acid), Cl (HCl). Run in O1CCOCC1 (dioxane). Conditions: time 2 hour. The product is OB1OC2=C(C[C@@H]1NC(C[C@@H]1CC[C@H](CC1)NCCO)=O)C=CC=C2C(=O)O ((R)-2-hydroxy-3-(2-(trans-4-(2-hydroxyethylamino)cyclohexyl)acetamido)-3,4-dihydro-2H-benzo[e][1,2]oxaborinine-8-carboxylic acid). Reaction SMILES: [Si]([O:8][CH2:9][CH2:10][NH:11][C@H:12]1[CH2:17][CH2:16][C@H:15]([CH2:18][C:19]([NH:21][C@H:22]2[CH2:27][C:26]3[CH:28]=[CH:29][CH:30]=[C:31]([C:32]([OH:34])=[O:33])[C:25]=3[O:24][B:23]2[OH:35])=[O:20])[CH2:14][CH2:13]1)(C(C)(C)C)(C)C.Cl>O1CCOCC1>[OH:35][B:23]1[C@@H:22]([NH:21][C:19](=[O:20])[CH2:18][C@H:15]2[CH2:16][CH2:17][C@H:12]([NH:11][CH2:10][CH2:9][OH:8])[CH2:13][CH2:14]2)[CH2:27][C:26]2[CH:28]=[CH:29][CH:30]=[C:31]([C:32]([OH:34])=[O:33])[C:25]=2[O:24]1. Reported procedure: To (R)-3-(2-(trans-4-(2-(tert-butyldimethylsilyloxy)ethylamino)cyclohexyl)acetamido)-2-hydroxy-3,4-dihydro-2H-benzo[e][1,2]oxaborinine-8-carboxylic acid from step 1 (100 mg) in a flask was added 4 mL 4N HCl in dioxane. The resulting reaction mixture was stirred at RT for 2 hr. The solvent was removed in vacuo and the residue was purified by reverse phase preparative HPLC and dried using lyophilization. ESI-MS m/z 391 (MH)+.